This data is from the Open Reaction Database (ORD), a public repository of structured organic reaction records. The task is: describe an organic reaction: reactants, conditions, products, and yield The reactants are BrCCCCCCBr, C#CCO, CCCC[N+](CCCC)(CCCC)CCCC, [Na+], [OH-], O, O=S(=O)([O-])O. Product: C#CCOCCCCCCBr. Reaction SMILES: [Br:5][CH2:6][CH2:7][CH2:8][CH2:9][CH2:10][CH2:11][Br:12].[CH2:1]([C:2]#[CH:3])[OH:4].[CH2:20]([N+:21]([CH2:22][CH2:23][CH2:24][CH3:25])([CH2:26][CH2:27][CH2:28][CH3:29])[CH2:30][CH2:31][CH2:32][CH3:33])[CH2:34][CH2:35][CH3:36].[Na+:14].[OH-:13].[OH2:37].[S:15](=[O:16])(=[O:17])([OH:18])[O-:19]>>[CH2:1]([C:2]#[CH:3])[O:4][CH2:6][CH2:7][CH2:8][CH2:9][CH2:10][CH2:11][Br:12]. The reactants are N(=O)[O-].[Na+] (NaNO2), BrC1=CC(=C(N)C(=C1)C(C)C)C(C)C (4-bromo-2,6-bis(propan-2-yl)aniline), [PH2](=O)O (Hypophosphorous acid). The solvent is Cl (hydrochloric acid). Reaction conditions: temperature -5 celsius, time 10 minute. The product is BrC1=CC(=CC(=C1)C(C)C)C(C)C (1-bromo-3,5-bis(propan-2-yl)benzene). Yield: 62.2%. Reaction SMILES: [Br:1][C:2]1[CH:8]=[C:7]([CH:9]([CH3:11])[CH3:10])[C:5](N)=[C:4]([CH:12]([CH3:14])[CH3:13])[CH:3]=1.N([O-])=O.[Na+].[PH2](O)=O>Cl>[Br:1][C:2]1[CH:8]=[C:7]([CH:9]([CH3:10])[CH3:11])[CH:5]=[C:4]([CH:12]([CH3:14])[CH3:13])[CH:3]=1 |f:1.2|. Procedure details: To a mixture of 4-bromo-2,6-bis(propan-2-yl)aniline (20.5 g, 80.02 mmol, 1.00 equiv) in 2N hydrochloric acid (210 mL) at −5° C. was added NaNO2 (13.8 g, 200.00 mmol, 2.50 equiv) in portions. The reaction was allowed stir at −5° C. for 10 min. Hypophosphorous acid (90 mL) was then added at −5° C. The reaction was warmed to room temperature and then stirred for 12 h. The resulting solution was extracted with 300 mL of ethyl acetate. The organic layer was concentrated under vacuum. The residue was ... Reactants: CC(C)(C)OC(=O)N1CCN(c2cc(-c3cccnc3)cc3nc(N)nn23)CC1, C1CCOC1, CCN, CN(C)C=O. Yields the product CCNC(=O)Nc1nc2cc(-c3cccnc3)cc(N3CCN(C(=O)OC(C)(C)C)CC3)n2n1. RXN SMILES: [C:1]([CH3:2])([CH3:3])([CH3:4])[O:5][C:6](=[O:7])[N:8]1[CH2:9][CH2:10][N:11]([c:14]2[cH:15][c:16](-[c:24]3[cH:25][n:26][cH:27][cH:28][cH:29]3)[cH:17][c:18]3[n:19]2[n:20][c:21]([NH2:23])[n:22]3)[CH2:12][CH2:13]1.[CH2:38]1[O:39][CH2:40][CH2:41][CH2:42]1.[CH3:30][CH2:31][NH2:32].[O:33]=[CH:34][N:35]([CH3:36])[CH3:37]>>[C:1]([CH3:2])([CH3:3])([CH3:4])[O:5][C:6](=[O:7])[N:8]1[CH2:9][CH2:10][N:11]([c:14]2[cH:15][c:16](-[c:24]3[cH:25][n:26][cH:27][cH:28][cH:29]3)[cH:17][c:18]3[n:19]2[n:20][c:21]([NH:23][C:34]([NH:32][CH2:31][CH3:30])=[O:33])[n:22]3)[CH2:12][CH2:13]1. Starting materials: [CH2]C, CC1=CC(=O)CC(C)(C(F)(F)F)C1O, CO, CC(C)=O, CCCCCC. The product is CC1=CC(=O)CC(C)(C(F)(F)F)C1=O. As a reaction SMILES: [CH2:9][CH3:10].[CH3:11][C:12]1=[CH:13][C:14](=[O:24])[CH2:15][C:16]([C:19]([F:20])([F:21])[F:22])([CH3:23])[CH:17]1[OH:18].[CH3:1][OH:2].[CH3:25][C:26](=[O:27])[CH3:28].[CH3:3][CH2:4][CH2:5][CH2:6][CH2:7][CH3:8]>>[CH3:11][C:12]1=[CH:13][C:14](=[O:24])[CH2:15][C:16]([C:19]([F:20])([F:21])[F:22])([CH3:23])[C:17]1=[O:18]. Starting materials: C(C)(C)NC=1C=C2C(C(N(C2=CC1[N+](=O)[O-])CCCCC)=O)(C)C (5-Isopropylamino-3,3-dimethyl-6-nitro-1-pentyl-1,3-dihydro-indol-2-one). Reagents/catalysts: [Pd] (Pd/C). Solvent: CN(C=O)C (N,N-dimethylformamide). Yields the product NC1=C(C=C2C(C(N(C2=C1)CCCCC)=O)(C)C)NC(C)C (6-Amino-5-isopropylamino-3,3-dimethyl-1-pentyl-1,3-dihydro-indol-2-one). The yield is 98.9%. Reaction SMILES: [CH:1]([NH:4][C:5]1[CH:6]=[C:7]2[C:11](=[CH:12][C:13]=1[N+:14]([O-])=O)[N:10]([CH2:17][CH2:18][CH2:19][CH2:20][CH3:21])[C:9](=[O:22])[C:8]2([CH3:24])[CH3:23])([CH3:3])[CH3:2]>CN(C)C=O.[Pd]>[NH2:14][C:13]1[CH:12]=[C:11]2[C:7]([C:8]([CH3:24])([CH3:23])[C:9](=[O:22])[N:10]2[CH2:17][CH2:18][CH2:19][CH2:20][CH3:21])=[CH:6][C:5]=1[NH:4][CH:1]([CH3:2])[CH3:3]. Reported procedure: 5-Isopropylamino-3,3-dimethyl-6-nitro-1-pentyl-1,3-dihydro-indol-2-one (200 mg) is dissolved in N,N-dimethylformamide (10 ml) and hydrogenated at RT at 3 bar for 12 h using Pd/C (10%; 0.1 g) as catalyst. After completion of the reaction the mixture is filtered and evaporated to give the compound (180 mg).